describe an organic reaction: reactants, conditions, products, and yield From a dataset of the Open Reaction Database (ORD), a public repository of structured organic reaction records. Starting materials: C(C)(C)(C)OC([C@@H](NS(=O)(=O)C1=CC=C(C=C1)N)CCC(=O)OC(C)(C)C)=O (4-aminobenzenesulfonylglutamic acid di-t-butyl ester), O (water), C(CCCCCCCCCCCCCCC)(=O)OC(CSCCC(=O)O)COC(CCCCCCCCCCCCCCC)=O (6,7-bis(palmitoyloxy)-4-thiaheptanoic acid), Example 4. Solvent: N1=CC=CC=C1 (pyridine), P(Cl)(Cl)Cl (phosphorus trichloride). Run at time 2 hour. The product is C(C)(C)(C)OC([C@@H](NS(=O)(=O)C1=CC=C(C=C1)NC(CCSCC(COC(CCCCCCCCCCCCCCC)=O)OC(CCCCCCCCCCCCCCC)=O)=O)CCC(=O)OC(C)(C)C)=O ([4-(6,7,bis(palmitoyloxy)-4-thiaheptanoyl-amino )benzenesulfonyl)glutamic acid di-t-butyl ester). Isolated yield 89.0%. As a reaction SMILES: [C:1]([O:5][C:6](=[O:28])[C@H:7]([CH2:19][CH2:20][C:21]([O:23][C:24]([CH3:27])([CH3:26])[CH3:25])=[O:22])[NH:8][S:9]([C:12]1[CH:17]=[CH:16][C:15]([NH2:18])=[CH:14][CH:13]=1)(=[O:11])=[O:10])([CH3:4])([CH3:3])[CH3:2].[C:29]([O:46][CH:47]([CH2:55][O:56][C:57](=[O:73])[CH2:58][CH2:59][CH2:60][CH2:61][CH2:62][CH2:63][CH2:64][CH2:65][CH2:66][CH2:67][CH2:68][CH2:69][CH2:70][CH2:71][CH3:72])[CH2:48][S:49][CH2:50][CH2:51][C:52](O)=[O:53])(=[O:45])[CH2:30][CH2:31][CH2:32][CH2:33][CH2:34][CH2:35][CH2:36][CH2:37][CH2:38][CH2:39][CH2:40][CH2:41][CH2:42][CH2:43][CH3:44].O>N1C=CC=CC=1.P(Cl)(Cl)Cl>[C:1]([O:5][C:6](=[O:28])[C@H:7]([CH2:19][CH2:20][C:21]([O:23][C:24]([CH3:27])([CH3:26])[CH3:25])=[O:22])[NH:8][S:9]([C:12]1[CH:17]=[CH:16][C:15]([NH:18][C:52](=[O:53])[CH2:51][CH2:50][S:49][CH2:48][CH:47]([O:46][C:29](=[O:45])[CH2:30][CH2:31][CH2:32][CH2:33][CH2:34][CH2:35][CH2:36][CH2:37][CH2:38][CH2:39][CH2:40][CH2:41][CH2:42][CH2:43][CH3:44])[CH2:55][O:56][C:57](=[O:73])[CH2:58][CH2:59][CH2:60][CH2:61][CH2:62][CH2:63][CH2:64][CH2:65][CH2:66][CH2:67][CH2:68][CH2:69][CH2:70][CH2:71][CH3:72])=[CH:14][CH:13]=1)(=[O:10])=[O:11])([CH3:3])([CH3:4])[CH3:2]. Procedure: To a solution of 4-aminobenzenesulfonylglutamic acid di-t-butyl ester (189 mg) in pyridine (2.3 ml), phosphorus trichloride (0.023 ml) was added, followed by stirring at room temperature for 2 hours. To the mixture, 6,7-bis(palmitoyloxy)-4-thiaheptanoic acid as obtained in Reference Example 4 (150 mg) was added, followed by stirring at room temperature for 24 hours. After addition of water, the reaction mixture was extracted with ethyl acetate. The extract was washed with a 5% aqueous solution o... The product is COc1cccc(C)c1C(=O)NC1CCCC1N1CCCC1. As a reaction SMILES: [CH3:12][O:13][c:14]1[c:15]([C:16](=[O:17])[OH:18])[c:19]([CH3:23])[cH:20][cH:21][cH:22]1.[N:1]1([CH:6]2[CH:7]([NH2:11])[CH2:8][CH2:9][CH2:10]2)[CH2:2][CH2:3][CH2:4][CH2:5]1>>[N:1]1([CH:6]2[CH:7]([NH:11][C:16]([c:15]3[c:14]([O:13][CH3:12])[cH:22][cH:21][cH:20][c:19]3[CH3:23])=[O:17])[CH2:8][CH2:9][CH2:10]2)[CH2:2][CH2:3][CH2:4][CH2:5]1. Starting materials: COc1cccc(C)c1C(=O)O, NC1CCCC1N1CCCC1. The reactants are C(C1=CC=CC=C1)(N)=NO (benzamidoxime), C(C#C)(=O)OCC (ethyl propiolate). Solvent: CO (methanol). Product: N\C(\C1=CC=CC=C1)=N/O\C=C/C(=O)OCC (ethyl (Z)-3-([(Z)-1-amino-1-phenylmethylidene]aminoxy)-2-propenoate). Reaction SMILES: [C:1](=[N:9][OH:10])([NH2:8])[C:2]1[CH:7]=[CH:6][CH:5]=[CH:4][CH:3]=1.[C:11]([O:15][CH2:16][CH3:17])(=[O:14])[C:12]#[CH:13]>CO>[NH2:8]/[C:1](=[N:9]\[O:10]/[CH:13]=[CH:12]\[C:11]([O:15][CH2:16][CH3:17])=[O:14])/[C:2]1[CH:7]=[CH:6][CH:5]=[CH:4][CH:3]=1. Procedure details: 6.7 g of benzamidoxime and 5 ml ethyl propiolate were dissolved in 5 ml methanol and heated under reflux for 3 hours. The solvent was evaporated and the residue was purified by silica gel column chromatography (hexane:ethyl acetate=10:1), to give 4.5 g of ethyl (Z)-3-([(Z)-1-amino-1-phenylmethylidene]aminoxy)-2-propenoate. Reactants: [Cl-].[NH4+] (ammonium chloride), C1(=CC=C(C=C1)SC(C#N)C1=CC(=CC=C1)C(C1=CC=CC=C1)=O)C (alpha-(p-tolylthio)(m-benzoylphenyl)acetonitrile), CI (methyl iodide), C[O-].[Na+] (sodium methoxide). Solvent: CO (methanol), CO (methanol). Yields the product C1(=CC=C(C=C1)SC(C#N)(C)C1=CC(=CC=C1)C(C1=CC=CC=C1)=O)C (alpha-(p-tolylthio)-alpha-(m-benzoylphenyl)propionitrile). The yield is 92.0%. As a reaction SMILES: [C:1]1([CH3:25])[CH:6]=[CH:5][C:4]([S:7][CH:8]([C:11]2[CH:16]=[CH:15][CH:14]=[C:13]([C:17](=[O:24])[C:18]3[CH:23]=[CH:22][CH:21]=[CH:20][CH:19]=3)[CH:12]=2)[C:9]#[N:10])=[CH:3][CH:2]=1.[CH3:26][O-].[Na+].CI.[Cl-].[NH4+]>CO>[C:1]1([CH3:25])[CH:2]=[CH:3][C:4]([S:7][C:8]([C:11]2[CH:16]=[CH:15][CH:14]=[C:13]([C:17](=[O:24])[C:18]3[CH:19]=[CH:20][CH:21]=[CH:22][CH:23]=3)[CH:12]=2)([CH3:26])[C:9]#[N:10])=[CH:5][CH:6]=1 |f:1.2,4.5|. Procedure: Anhydrous methanol (2 ml) was added to 439 mg of alpha-(p-tolylthio)(m-benzoylphenyl)acetonitrile, and the mixture was stirred under ice cooling. Then, 0.55 ml of a 2.5 M methanol solution of sodium methoxide was added, and 0.12 ml of methyl iodide was added dropwise. The mixture was further stirred for 30 minutes at room temperature. An aqueous solution of ammonium chloride (0.5 g/20 ml) was added, and the mixture was extracted with 15 ml of methylene chloride three times. The extract was washe... Starting materials: C(C)(=O)C1=CC=C(O1)C(=O)O (5-acetylfuran-2-carboxylic acid), C(CCCCC)NC (n-hexylmethylamine), amide, CN1CCOCC1 (N-methylmorpholine), ClC(=O)OCC (ethyl chloroformate). The solvent is ClCCl (dichloromethane). Run at temperature -20 celsius, time 1 hour. The product is C(CCCCC)N(C(=O)C=1OC(=CC1)C(C)=O)C (N-n-Hexyl-N-methyl-5-acetylfuran-2-carboxamide). As a reaction SMILES: [C:1]([C:4]1[O:8][C:7]([C:9]([OH:11])=O)=[CH:6][CH:5]=1)(=[O:3])[CH3:2].CN1CCOCC1.ClC(OCC)=O.[CH2:25]([NH:31][CH3:32])[CH2:26][CH2:27][CH2:28][CH2:29][CH3:30]>ClCCl>[CH2:25]([N:31]([CH3:32])[C:9]([C:7]1[O:8][C:4]([C:1](=[O:3])[CH3:2])=[CH:5][CH:6]=1)=[O:11])[CH2:26][CH2:27][CH2:28][CH2:29][CH3:30]. Reported procedure: To a stirred slurry of 4.6 g. (0.03 mole) of 5-acetylfuran-2-carboxylic acid in 150 ml. of dichloromethane was added 3.3 g. (0.033 mole) of N-methylmorpholine. The resulting solution was cooled to -20° C., and 3.6 g. (0.033 mole) of ethyl chloroformate was added dropwise, with stirring. Stirring was continued for 1 hour at -15° C. and then 3.8 g. (0.033 mole) of n-hexylmethylamine was added dropwise at -20° C. The resulting mixture was stirred for 1.5 hours while being allowed to warm to room te... As a reaction SMILES: [C:19]([CH3:20])([CH3:21])([CH3:22])[O:23][C:24](=[O:25])[N:26]1[CH2:27][CH:28]2[CH2:29][NH:30][CH2:31][CH:32]2[CH2:33]1.[C:34]([O:35][BH-:36]([O:37][C:38](=[O:39])[CH3:40])[O:41][C:42](=[O:43])[CH3:44])(=[O:45])[CH3:46].[Cl:1][c:2]1[n:3][c:4]([N:13]2[CH2:14][CH2:15][O:16][CH2:17][CH2:18]2)[c:5]2[c:6]([n:7]1)[s:8][c:9]([CH:11]=[O:12])[n:10]2.[Cl:48][CH2:49][CH2:50][Cl:51].[Na+:47]>>[Cl:1][c:2]1[n:3][c:4]([N:13]2[CH2:14][CH2:15][O:16][CH2:17][CH2:18]2)[c:5]2[c:6]([n:7]1)[s:8][c:9]([CH2:11][N:30]1[CH2:29][CH:28]3[CH2:27][N:26]([C:24]([O:23][C:19]([CH3:20])([CH3:21])[CH3:22])=[O:25])[CH2:33][CH:32]3[CH2:31]1)[n:10]2. Reactants: CC(C)(C)OC(=O)N1CC2CNCC2C1, CC(=O)O[BH-](OC(C)=O)OC(C)=O, O=Cc1nc2c(N3CCOCC3)nc(Cl)nc2s1, ClCCCl, [Na+]. Product: CC(C)(C)OC(=O)N1CC2CN(Cc3nc4c(N5CCOCC5)nc(Cl)nc4s3)CC2C1. Reactants: FC=1C=C(C=C(C1)F)CC(=O)N[C@@H](C)C(=O)O (N-(3,5-Difluorophenylacetyl)-L-alanine), NC1C(N(CC2=CC=CC=C12)CCC1=CC=CC=C1)=O (4-amino-2-phenethyl-1,2,3,4-tetrahydroisoquinoline-3-one). Yields the product FC=1C=C(C=C(C1)F)CC(=O)N[C@@H](C)C(=O)NC1C(N(CC2=CC=CC=C12)CCC1=CC=CC=C1)=O (4-(N′-(3,5-Difluorophenylacetyl)-L-alaninyl)amino-2-phenethyl-1,2,3,4-tetrahydroisoquinolin-3-one). RXN SMILES: [F:1][C:2]1[CH:3]=[C:4]([CH2:9][C:10]([NH:12][C@H:13]([C:15]([OH:17])=O)[CH3:14])=[O:11])[CH:5]=[C:6]([F:8])[CH:7]=1.[NH2:18][CH:19]1[C:28]2[C:23](=[CH:24][CH:25]=[CH:26][CH:27]=2)[CH2:22][N:21]([CH2:29][CH2:30][C:31]2[CH:36]=[CH:35][CH:34]=[CH:33][CH:32]=2)[C:20]1=[O:37]>>[F:8][C:6]1[CH:5]=[C:4]([CH2:9][C:10]([NH:12][C@H:13]([C:15]([NH:18][CH:19]2[C:28]3[C:23](=[CH:24][CH:25]=[CH:26][CH:27]=3)[CH2:22][N:21]([CH2:29][CH2:30][C:31]3[CH:36]=[CH:35][CH:34]=[CH:33][CH:32]=3)[C:20]2=[O:37])=[O:17])[CH3:14])=[O:11])[CH:3]=[C:2]([F:1])[CH:7]=1. Procedure details: Following General Procedure D above using N-(3,5-difluorophenylacetyl)-L-alanine (Example B) and 4-amino-2-phenethyl-1,2,3,4-tetrahydroisoquinoline-3-one (General Procedure 5-D), the title compound was prepared as a solid having a melting point of 75-76° C. The reactants are [BH4-], ClC(Cl)Cl, CC(C)O, O=[N+]([O-])C=Cc1ccccc1, [Na+]. Yields the product O=[N+]([O-])CCc1ccccc1. Reaction SMILES: [BH4-:12].[CH:14]([Cl:15])([Cl:16])[Cl:17].[CH:18]([OH:19])([CH3:20])[CH3:21].[N+:1](=[O:2])([O-:3])[CH:4]=[CH:5][c:6]1[cH:7][cH:8][cH:9][cH:10][cH:11]1.[Na+:13]>>[N+:1](=[O:2])([O-:3])[CH2:4][CH2:5][c:6]1[cH:7][cH:8][cH:9][cH:10][cH:11]1. RXN SMILES: [Cl:1][C:2]1[CH:3]=[C:4]2[C:10](=[O:11])[O:9][CH2:8][C:5]2=[N:6][CH:7]=1.[F:12][C:13]1[CH:18]=[CH:17][C:16]([OH:19])=[CH:15][CH:14]=1>>[Cl:1][C:2]1[CH:7]=[N:6][C:5]([CH2:8][O:19][C:16]2[CH:17]=[CH:18][C:13]([F:12])=[CH:14][CH:15]=2)=[C:4]([CH:3]=1)[C:10]([OH:9])=[O:11]. The product is ClC=1C=NC(=C(C(=O)O)C1)COC1=CC=C(C=C1)F (5-Chloro-2-[(4-fluorophenoxy)methyl]nicotinic acid). Reported procedure: The title compound was prepared according to the procedure described in step 2 of Example 18 from 3-chlorofuro[3,4-b]pyridin-5 (7H)-one (step 1 of Example 18) and 4-fluorophenol: Starting materials: ClC=1C=C2C(=NC1)COC2=O (3-Chlorofuro[3,4-b]pyridin-5 (7H)-one), FC1=CC=C(C=C1)O (4-fluorophenol).